This data is from the Open Reaction Database (ORD), a public repository of structured organic reaction records. The task is: describe an organic reaction: reactants, conditions, products, and yield The reactants are N12CC2C1 (1-azabicyclo[1.1.0]butane), solution, S1C(N=CC1)=S (1,3-thiazoline-2-thione), [H-].[Na+] (sodium hydride). Run in O1CCCC1 (tetrahydrofuran), O1CCCC1 (tetrahydrofuran). Reaction conditions: time 1 hour. The product is N1CC(C1)SC1SCCN1 (2-(azetidin-3-ylthio)-1,3-thiazolidine). As a reaction SMILES: [S:1]1[CH2:5][CH:4]=[N:3][C:2]1=[S:6].[H-].[Na+].[N:9]12[CH2:12][CH:11]1[CH2:10]2>O1CCCC1>[NH:9]1[CH2:12][CH:11]([S:6][CH:2]2[NH:3][CH2:4][CH2:5][S:1]2)[CH2:10]1 |f:1.2|. Procedure: To a 5 ml solution of dried tetrahydrofuran containing 550 mg (4.61 mmol) of 1,3-thiazoline-2-thione which was being cooled with ice, on the other hand, there was added 181 mg (55%) of sodium hydride, and the resulting mixture was stirred for one hour. To the obtained solution, there was added dropwise the above solution of 1-azabicyclo[1.1.0]butane dissolved in tetrahydrofuran at -78° C., and the resulting solution was stirred at a room temperature for 20 hours, and, then, the reaction liquid w... Procedure details: [step 1] 4-Azaphthalide (15.0 g, 111.0 mmol) and 3-bromophenol (21.0 g, 121.4 mmol) were suspended in xylene (450 mL), and 28% sodium methoxide methanol solution (31.5 mL, 166.5 mmol) was added dropwise at 140° C. After stirring at 140° C. for 1 hr, DMF (10 mL) was added and the mixture was further stirred for 3 hr. Water and toluene were added to the reaction mixture, and the mixture was partitioned. The aqueous layer was neutralized with hydrochloric acid and the precipitated solid was collect... Yields the product BrC=1C=C(OCC2=C(C(=O)O)C=CC=N2)C=CC1 (2-(3-bromophenoxymethyl)nicotinic acid). Reactants: C1(=O)OCC2=NC=CC=C12 (4-Azaphthalide), CN(C)C=O (DMF), BrC=1C=C(C=CC1)O (3-bromophenol), CO.C[O-].[Na+] (sodium methoxide methanol). Run at temperature 140 celsius, time 1 hour. Isolated yield 49.0%. Solvent: C1(=CC=CC=C1)C (toluene), O (Water), C=1(C(=CC=CC1)C)C (xylene). Reaction SMILES: [C:1]1([C:10]2[C:5](=[N:6][CH:7]=[CH:8][CH:9]=2)[CH2:4][O:3]1)=[O:2].[Br:11][C:12]1[CH:13]=[C:14]([OH:18])[CH:15]=[CH:16][CH:17]=1.CO.C[O-].[Na+].CN(C=O)C>C1(C)C(C)=CC=CC=1.C1(C)C=CC=CC=1.O>[Br:11][C:12]1[CH:13]=[C:14]([CH:15]=[CH:16][CH:17]=1)[O:18][CH2:4][C:5]1[N:6]=[CH:7][CH:8]=[CH:9][C:10]=1[C:1]([OH:3])=[O:2] |f:2.3.4|.